Dataset: the Open Reaction Database (ORD), a public repository of structured organic reaction records. Task: describe an organic reaction: reactants, conditions, products, and yield Reaction SMILES: [C:50]([BH3-:51])#[N:52].[CH2:29]([CH3:30])[O:31][CH2:32][CH2:33][n:34]1[c:35]([NH:43][CH:44]2[CH2:45][CH2:46][NH:47][CH2:48][CH2:49]2)[n:36][c:37]2[c:38]1[cH:39][cH:40][cH:41][cH:42]2.[CH3:1][O:2][c:3]1[cH:4][c:5]([C:6](=[O:7])[N:8]2[CH2:9][C:10]([CH2:13][CH:14]=[O:15])([c:16]3[n:17][cH:18][cH:19][cH:20][cH:21]3)[CH2:11][CH2:12]2)[cH:22][c:23]([O:27][CH3:28])[c:24]1[O:25][CH3:26].[CH3:56][OH:57].[Cl:58][CH2:59][Cl:60].[Na+:53].[Na+:55].[OH-:54]>>[CH3:1][O:2][c:3]1[cH:4][c:5]([C:6](=[O:7])[N:8]2[CH2:9][C:10]([CH2:13][CH2:14][N:47]3[CH2:46][CH2:45][CH:44]([NH:43][c:35]4[n:34]([CH2:33][CH2:32][O:31][CH2:29][CH3:30])[c:38]5[c:37]([n:36]4)[cH:42][cH:41][cH:40][cH:39]5)[CH2:49][CH2:48]3)([c:16]3[n:17][cH:18][cH:19][cH:20][cH:21]3)[CH2:11][CH2:12]2)[cH:22][c:23]([O:27][CH3:28])[c:24]1[O:25][CH3:26]. The product is CCOCCn1c(NC2CCN(CCC3(c4ccccn4)CCN(C(=O)c4cc(OC)c(OC)c(OC)c4)C3)CC2)nc2ccccc21. The reactants are [BH3-]C#N, CCOCCn1c(NC2CCNCC2)nc2ccccc21, COc1cc(C(=O)N2CCC(CC=O)(c3ccccn3)C2)cc(OC)c1OC, CO, ClCCl, [Na+], [Na+], [OH-]. The reactants are solid, Cl.Cl.O1CCC2=C1C=CC=C2C2CCN(CC2)CC[C@@H]2CC[C@H](CC2)N (trans-4-{2-[4-(2,3-dihydro-benzofuran-4-yl)-piperidin-1-yl]-ethyl}-cyclohexylamine dihydrochloride), Cl.Cl.O1CCC2=C1C=CC=C2C2CCN(CC2)CC[C@@H]2CC[C@H](CC2)N (trans-4-{2-[4-(2,3-dihydro-benzofuran-4-yl)-piperidin-1-yl]-ethyl}-cyclohexylamine dihydrochloride), C(C)S(=O)(=O)Cl (ethanesulfonyl chloride). Yields the product O1CCC2=C1C=CC=C2C2CCN(CC2)CC[C@@H]2CC[C@H](CC2)NS(=O)(=O)CC (Ethanesulfonic acid trans-(4-{2-[4-(2,3-dihydro-benzofuran-4-yl)-piperidin-1-yl]-ethyl}-cyclohexyl)-amide). As a reaction SMILES: Cl.Cl.[O:3]1[C:7]2[CH:8]=[CH:9][CH:10]=[C:11]([CH:12]3[CH2:17][CH2:16][N:15]([CH2:18][CH2:19][C@H:20]4[CH2:25][CH2:24][C@H:23]([NH2:26])[CH2:22][CH2:21]4)[CH2:14][CH2:13]3)[C:6]=2[CH2:5][CH2:4]1.[CH2:27]([S:29](Cl)(=[O:31])=[O:30])[CH3:28]>>[O:3]1[C:7]2[CH:8]=[CH:9][CH:10]=[C:11]([CH:12]3[CH2:17][CH2:16][N:15]([CH2:18][CH2:19][C@H:20]4[CH2:21][CH2:22][C@H:23]([NH:26][S:29]([CH2:27][CH3:28])(=[O:31])=[O:30])[CH2:24][CH2:25]4)[CH2:14][CH2:13]3)[C:6]=2[CH2:5][CH2:4]1 |f:0.1.2|. Procedure details: The title compound, white solid (41 mg, 39%), MS (ISP) m/z=421.2 [(M+H)+], mp 131° C., was prepared in accordance with the general method of example 47 from trans-4-{2-[4-(2,3-dihydro-benzofuran-4-yl)-piperidin-1-yl]-ethyl}-cyclohexylamine dihydrochloride (intermediate B) (100 mg, 0.25 mmol) and ethanesulfonyl chloride.